This data is from the Open Reaction Database (ORD), a public repository of structured organic reaction records. The task is: describe an organic reaction: reactants, conditions, products, and yield Reactants: C(C)(=O)O (acetic acid), COC([C@@H](C)OC1=C2C(=C(C(=NC2=C(C=C1)F)OC(F)F)CC1=C(C=C(C=C1)Cl)Cl)C)=O ((R)-2-[3-(2,4-dichlorobenzyl)-2-difluoromethoxy-8-fluoro-4-methylquinolin-5-yloxy]propionic acid methyl ester), CO (methanol), [OH-].[Li+] (lithium hydroxide). The solvent is O (water), O (water). Run at time 15 hour. Product: ClC1=C(CC=2C(=NC3=C(C=CC(=C3C2C)O[C@@H](C(=O)O)C)F)OC(F)F)C=CC(=C1)Cl ((R)-2-[3-(2,4-dichlorobenzyl)-2-difluoromethoxy-8-fluoro-4-methylquinolin-5-yloxy]propionic Acid). Reaction SMILES: C[O:2][C:3](=[O:32])[C@H:4]([O:6][C:7]1[CH:16]=[CH:15][C:14]([F:17])=[C:13]2[C:8]=1[C:9]([CH3:31])=[C:10]([CH2:22][C:23]1[CH:28]=[CH:27][C:26]([Cl:29])=[CH:25][C:24]=1[Cl:30])[C:11]([O:18][CH:19]([F:21])[F:20])=[N:12]2)[CH3:5].CO.[OH-].[Li+].C(O)(=O)C>O>[Cl:30][C:24]1[CH:25]=[C:26]([Cl:29])[CH:27]=[CH:28][C:23]=1[CH2:22][C:10]1[C:11]([O:18][CH:19]([F:20])[F:21])=[N:12][C:13]2[C:8]([C:9]=1[CH3:31])=[C:7]([O:6][C@H:4]([CH3:5])[C:3]([OH:32])=[O:2])[CH:16]=[CH:15][C:14]=2[F:17] |f:2.3|. Procedure details: A mixture of (R)-2-[3-(2,4-dichlorobenzyl)-2-difluoromethoxy-8-fluoro-4-methylquinolin-5-yloxy]propionic acid methyl ester (0.054 g), methanol (2.0 mL), water (0.1 mL) and 5.0 M aqueous lithium hydroxide solution (0.044 mL) was stirred at room temperature for 15 hours. The mixture was acidified by the addition of glacial acetic acid, diluted with water and the resulting precipitate collected by filtration to afford title compound as a white solid, 0.048 g.